This data is from the Open Reaction Database (ORD), a public repository of structured organic reaction records. The task is: describe an organic reaction: reactants, conditions, products, and yield Reactants: COc1cccc(-n2cc(C=O)c(-c3ccccc3[N+](=O)[O-])n2)c1, [K+], O=[Mn](=O)(=O)[O-], O, c1ccncc1. Product: COc1cccc(-n2cc(C(=O)O)c(-c3ccccc3[N+](=O)[O-])n2)c1. As a reaction SMILES: [CH3:1][O:2][c:3]1[cH:4][c:5](-[n:9]2[n:10][c:11](-[c:16]3[c:17]([N+:22](=[O:23])[O-:24])[cH:18][cH:19][cH:20][cH:21]3)[c:12]([CH:14]=[O:15])[cH:13]2)[cH:6][cH:7][cH:8]1.[K+:31].[Mn:26](=[O:27])([O-:28])(=[O:29])=[O:30].[OH2:25].[cH:32]1[cH:33][cH:34][n:35][cH:36][cH:37]1>>[CH3:1][O:2][c:3]1[cH:4][c:5](-[n:9]2[n:10][c:11](-[c:16]3[c:17]([N+:22](=[O:23])[O-:24])[cH:18][cH:19][cH:20][cH:21]3)[c:12]([C:14](=[O:15])[OH:27])[cH:13]2)[cH:6][cH:7][cH:8]1. Starting materials: CC(C)=O, [Na+], O, C=C(C)C(C(=O)OCc1ccccc1[N+](=O)[O-])N1C(=O)C(NC(=O)Cc2ccccc2)C1SSc1nc2ccccc2s1, O=S(=S)(Oc1nc2ccccc2s1)c1ccccc1, O=S([O-])c1ccccc1. The product is C=C(C)C(C(=O)OCc1ccccc1[N+](=O)[O-])N1C(=O)C(NC(=O)Cc2ccccc2)C1SS(=O)(=O)c1ccccc1. As a reaction SMILES: [CH3:74][C:75](=[O:76])[CH3:77].[Na+:73].[OH2:63].[c:1]1([CH2:7][C:8](=[O:9])[NH:10][CH:11]2[C:12](=[O:43])[N:13]([CH:26]([C:27](=[O:28])[O:29][CH2:30][c:31]3[c:32]([N+:37](=[O:38])[O-:39])[cH:33][cH:34][cH:35][cH:36]3)[C:40](=[CH2:41])[CH3:42])[CH:14]2[S:15][S:16][c:17]2[s:18][c:19]3[cH:20][cH:21][cH:22][cH:23][c:24]3[n:25]2)[cH:2][cH:3][cH:4][cH:5][cH:6]1.[c:44]1([S:50](=[O:51])([O:52][c:53]2[s:54][c:55]3[cH:56][cH:57][cH:58][cH:59][c:60]3[n:61]2)=[S:62])[cH:45][cH:46][cH:47][cH:48][cH:49]1.[c:64]1([S:65]([O-:66])=[O:67])[cH:68][cH:69][cH:70][cH:71][cH:72]1>>[c:1]1([CH2:7][C:8](=[O:9])[NH:10][CH:11]2[C:12](=[O:43])[N:13]([CH:26]([C:27](=[O:28])[O:29][CH2:30][c:31]3[c:32]([N+:37](=[O:38])[O-:39])[cH:33][cH:34][cH:35][cH:36]3)[C:40](=[CH2:41])[CH3:42])[CH:14]2[S:52][S:50]([c:44]2[cH:45][cH:46][cH:47][cH:48][cH:49]2)(=[O:51])=[O:62])[cH:2][cH:3][cH:4][cH:5][cH:6]1. The reactants are ClC1=NC(=CC(=C1)C1=NN(C=N1)\C=C/C(=O)OC(C)C)OC ((Z)-isopropyl 3-(3-(2-chloro-6-methoxypyridin-4-yl)-1H-1,2,4-triazol-1-yl)acrylate), [OH-].[Li+] (lithium hydroxide), CCOC(=O)C.CCCCCC (EtOAc hexane). The solvent is C1CCOC1 (THF). The product is ClC1=NC(=CC(=C1)C1=NN(C=N1)\C=C/C(=O)O)OC ((Z)-3-(3-(2-chloro-6-methoxypyridin-4-yl)-1H-1,2,4-triazol-1-yl)acrylic acid). Isolated yield 29.6%. RXN SMILES: [Cl:1][C:2]1[CH:7]=[C:6]([C:8]2[N:12]=[CH:11][N:10](/[CH:13]=[CH:14]\[C:15]([O:17]C(C)C)=[O:16])[N:9]=2)[CH:5]=[C:4]([O:21][CH3:22])[N:3]=1.[OH-].[Li+].CCOC(C)=O.CCCCCC>C1COCC1>[Cl:1][C:2]1[CH:7]=[C:6]([C:8]2[N:12]=[CH:11][N:10](/[CH:13]=[CH:14]\[C:15]([OH:17])=[O:16])[N:9]=2)[CH:5]=[C:4]([O:21][CH3:22])[N:3]=1 |f:1.2,3.4|. Procedure: In a 25-mL, 3N round-bottomed flask equipped with Thermometer pocket and rubber septum, (Z)-isopropyl 3-(3-(2-chloro-6-methoxypyridin-4-yl)-1H-1,2,4-triazol-1-yl)acrylate (0.7 g, 1.0 eq.) dissolve in THF (4 ml) was added lithium hydroxide (0.182 g, 2.0 eq.) (dissolved in water), resulting reaction mixture was stir at RT. The progress of the reaction was followed by TLC analysis on silica gel with 20% EtOAc-hexane as mobile phase which shows that starting material was consumed after 5 h. THF was ... Starting materials: 1,1-dimethylethyl ester, C([O-])(O)=O.[Na+] (sodium bicarbonate), [H-].[Na+] (sodium hydride), N1(C=NC=C1)CCO (1H-imidazole-1-ethanol), O1CCCC1 (tetrahydrofuran), C(C)(=O)O (acetic acid). Conditions: time 1 hour. The product is N1(C=NC=C1)CCOCC(=O)OC(C)(C)C (tert-butyl 2-(2-imidazol-1-ylethoxy)acetate). The yield is 21.0%. RXN SMILES: [H-].[Na+].[N:3]1([CH2:8][CH2:9][OH:10])[CH:7]=[CH:6][N:5]=[CH:4]1.[C:11]([OH:14])(=[O:13])[CH3:12].[C:15](=O)(O)[O-].[Na+].O1[CH2:24][CH2:23][CH2:22]C1>>[N:3]1([CH2:8][CH2:9][O:10][CH2:12][C:11]([O:14][C:23]([CH3:22])([CH3:24])[CH3:15])=[O:13])[CH:7]=[CH:6][N:5]=[CH:4]1 |f:0.1,4.5|. Procedure details: Add sodium hydride (0.79 g; 1.1 equiv; 19.75 mmoles) slowly to a 0° C. solution of 1H-imidazole-1-ethanol (2.01 g; 1.0 equiv; 17.93 mmoles) in tetrahydrofuran (90 mL). Stir for 1 hour, then add acetic acid, bromo-, 1,1-dimethylethyl ester (4.03 mL; 1.49 equiv; 26.76 mmoles) dropwise at 0° C. Warm the solution to ambient temperature and stir for 3 hours, then add 250 mL saturated aqueous sodium bicarbonate solution. Extract the mixture with dichloromethane (3×150 mL). Wash the combined organic ex... The reactants are O=C1CCC(=O)N1Br, C1N2CN3CN1CN(C2)C3, Cc1cnc2cccnc2c1, CC(=O)O, ClC(Cl)Cl, CC(C)(C#N)N=NC(C)(C)C#N, [Na+], [OH-], O, c1ccccc1. Product: O=Cc1cnc2cccnc2c1. Reaction SMILES: [Br:12][N:13]1[C:14](=[O:16])[CH2:17][CH2:18][C:19]1=[O:15].[CH2:32]1[N:33]2[CH2:34][N:35]3[CH2:36][N:37]([CH2:38]2)[CH2:39][N:40]1[CH2:41]3.[CH3:1][c:2]1[cH:3][n:4][c:5]2[cH:6][cH:7][cH:8][n:9][c:10]2[cH:11]1.[CH3:55][C:56](=[O:57])[OH:58].[CH:51]([Cl:52])([Cl:53])[Cl:54].[N:20]#[C:21][C:22]([N:23]=[N:24][C:25]([C:26]#[N:27])([CH3:28])[CH3:29])([CH3:30])[CH3:31].[Na+:43].[OH-:42].[OH2:50].[cH:44]1[cH:45][cH:46][cH:47][cH:48][cH:49]1>>[CH:1]([c:2]1[cH:3][n:4][c:5]2[cH:6][cH:7][cH:8][n:9][c:10]2[cH:11]1)=[O:15]. Reactants: CCOc1ccc(C=CC(=O)O)cc1, C1CCOC1. Yields the product CCOc1ccc(CCC(=O)O)cc1. Reaction SMILES: [CH2:1]([CH3:2])[O:3][c:4]1[cH:5][cH:6][c:7]([CH:8]=[CH:9][C:10](=[O:11])[OH:12])[cH:13][cH:14]1.[O:15]1[CH2:16][CH2:17][CH2:18][CH2:19]1>>[CH2:1]([CH3:2])[O:3][c:4]1[cH:5][cH:6][c:7]([CH2:8][CH2:9][C:10](=[O:11])[OH:12])[cH:13][cH:14]1. The reactants are CC1=C(C=CC(=C1)N1CC(CC1)N1C(CCC1)C)N (2-methyl-4-(2-methyl-[1,3′]bipyrrolidinyl-1′-yl)-phenylamine), N1=CC(=CC2=CC=CC=C12)C(=O)O (quinoline-3-carboxylic acid). Product: CC1=C(C=CC(=C1)N1CC(CC1)N1C(CCC1)C)NC(=O)C=1C=NC2=CC=CC=C2C1 (Quinoline-3-carboxylic acid [2-methyl-4-(2-methyl-[1,3′]bipyrrolidinyl-1′-yl)-phenyl]-amide). As a reaction SMILES: [CH3:1][C:2]1[CH:7]=[C:6]([N:8]2[CH2:12][CH2:11][CH:10]([N:13]3[CH2:17][CH2:16][CH2:15][CH:14]3[CH3:18])[CH2:9]2)[CH:5]=[CH:4][C:3]=1[NH2:19].[N:20]1[C:29]2[C:24](=[CH:25][CH:26]=[CH:27][CH:28]=2)[CH:23]=[C:22]([C:30](O)=[O:31])[CH:21]=1>>[CH3:1][C:2]1[CH:7]=[C:6]([N:8]2[CH2:12][CH2:11][CH:10]([N:13]3[CH2:17][CH2:16][CH2:15][CH:14]3[CH3:18])[CH2:9]2)[CH:5]=[CH:4][C:3]=1[NH:19][C:30]([C:22]1[CH:21]=[N:20][C:29]2[C:24]([CH:23]=1)=[CH:25][CH:26]=[CH:27][CH:28]=2)=[O:31]. Reported procedure: The title compound was prepared in a manner substantially the same as example 1 by coupling 2-methyl-4-(2-methyl-[1,3′]bipyrrolidinyl-1′-yl)-phenylamine with quinoline-3-carboxylic acid. MS: 415.3 (M+H). Starting materials: COC=CC=1C(=NN(C1)C)N (4-(2-methoxyvinyl)-1-methyl-1H-pyrazol-3-amine), BrCCCCC(=O)Cl (5-bromovaleryl chloride), [OH-].[K+] (potassium hydroxide). Reagents/catalysts: [Br-].C(CCC)[N+](CCCC)(CCCC)CCCC (N,N,N-tributylbutan-1-aminium bromide). The solvent is C1(=CC=CC=C1)C (toluene). The product is COC=CC=1C(=NN(C1)C)N1C(CCCC1)=O (1-[4-(2-methoxyvinyl)-1-methyl-1H-pyrazol-3-yl]piperidin-2-one). As a reaction SMILES: [CH3:1][O:2][CH:3]=[CH:4][C:5]1[C:6]([NH2:11])=[N:7][N:8]([CH3:10])[CH:9]=1.Br[CH2:13][CH2:14][CH2:15][CH2:16][C:17](Cl)=[O:18].[OH-].[K+]>[Br-].C([N+](CCCC)(CCCC)CCCC)CCC.C1(C)C=CC=CC=1>[CH3:1][O:2][CH:3]=[CH:4][C:5]1[C:6]([N:11]2[CH2:13][CH2:14][CH2:15][CH2:16][C:17]2=[O:18])=[N:7][N:8]([CH3:10])[CH:9]=1 |f:2.3,4.5|. Procedure details: A mixture of 4-(2-methoxyvinyl)-1-methyl-1H-pyrazol-3-amine a17-1 (500 mg, 3.27 mmol, 1 eq), 5-bromovaleryl chloride (651.9 mg, 3.27 mmol, 1 eq), potassium hydroxide (550.1 mg, 9.80 mmol, 3 eq), 4-dimethymaminopyridine (39.9 mg, 0.33 mmole, 0.1 eq) and N,N,N-tributylbutan-1-aminium bromide (105.3 mg, 0.33 mmole, 0.1 eq) in toluene (15 ml) is heated to reflux overnight. After filtration and evaporation the residue is purified by reverse phase chromatography (basic mode, gradient: H2O/acetonitrile... The reactants are C(C)OC(=O)C=1N=CC=2NC=3C=CC(=CC3C2N1)N (8-Amino-5H-pyrimido[5,4-b]indole-2-carboxylic Acid Ethyl Ester), N1(NCCCCCCCCC1)C1CCCCCCCCCC1 (diazabicycloundecane), C(C=C)Br (allyl bromide). Solvent: C(C)O (ethanol). Product: C(C)OC(=O)C=1N=CC=2NC=3C=CC(=CC3C2N1)N(CC=C)CC=C (8-diallylamino-5H-pyrimido[5,4-b]indole-2-carboxylic acid ethyl ester). RXN SMILES: [CH2:1]([O:3][C:4]([C:6]1[N:7]=[CH:8][C:9]2[NH:10][C:11]3[CH:12]=[CH:13][C:14]([NH2:19])=[CH:15][C:16]=3[C:17]=2[N:18]=1)=[O:5])[CH3:2].N1(C2CCCCCCCCCC2)CCCCCC[CH2:24][CH2:23][CH2:22]N1.[CH2:42](Br)[CH:43]=[CH2:44]>C(O)C>[CH2:1]([O:3][C:4]([C:6]1[N:7]=[CH:8][C:9]2[NH:10][C:11]3[CH:12]=[CH:13][C:14]([N:19]([CH2:44][CH:43]=[CH2:42])[CH2:24][CH:23]=[CH2:22])=[CH:15][C:16]=3[C:17]=2[N:18]=1)=[O:5])[CH3:2]. Procedure: Under argon, 0.4 g of 8-amino-5H-pyrimido[5,4-b]indole-2-carboxylic acid ethyl ester (Example 11) is agitated in 8 ml of ethanol with 0.16 ml of diazabicycloundecane and 0.25 ml of allyl bromide for 5 hours at 50°-60° C. The reaction solution is subsequently evaporated, and the residue is taken up in ethyl acetate. This solution is washed first with water, then with sodium bicarbonate solution, and finally again with water, dried with sodium sulfate, and concentrated, thus obtaining 0.18 g of 8-...